This data is from the Open Reaction Database (ORD), a public repository of structured organic reaction records. The task is: describe an organic reaction: reactants, conditions, products, and yield Starting materials: ClCC(CNC1=C(C=C(C=C1)Cl)Cl)O (N-(3-chloro-2-hydroxypropyl)-2,4-dichloroaniline), O (water), N1C=NC=C1 (imidazole), C[O-].[Na+] (sodiummethylate). The solvent is CN(C=O)C (dimethylformamide), CO (methanol). The product is ClC1=C(NCC(CN2C=NC=C2)O)C=CC(=C1)Cl (1-[3-(2,4-dichloroanilino)-2-hydroxypropyl]-imidazole). Isolated yield 90.5%. RXN SMILES: [NH:1]1[CH:5]=[CH:4][N:3]=[CH:2]1.C[O-].[Na+].Cl[CH2:10][CH:11]([OH:22])[CH2:12][NH:13][C:14]1[CH:19]=[CH:18][C:17]([Cl:20])=[CH:16][C:15]=1[Cl:21].O>CO.CN(C)C=O>[Cl:21][C:15]1[CH:16]=[C:17]([Cl:20])[CH:18]=[CH:19][C:14]=1[NH:13][CH2:12][CH:11]([OH:22])[CH2:10][N:1]1[CH:5]=[CH:4][N:3]=[CH:2]1 |f:1.2|. Procedure: 108 Grams (1.586 mol) of imidazole and 283 g (1.574 mol) of sodiummethylate solution 30% in methanol are mixed and the solution is then concentrated to dryness under reduced pressure at 50° C. The crystalline residue is dissolved in 400 ml dimethylformamide at 110° C. A solution of 259 g (1.017 mol) of N-(3-chloro-2-hydroxypropyl)-2,4-dichloroaniline in 500 ml of dimethylformamide is added dropwise at 110° C. within 30 minutes. Upon completion the reaction mixture is refluxed for 2 hours and the... Reactants: C(#N)C1=CC=C(C=C1)O (4-cyanophenol), C(#N)C1=CC=C(C=C1)C1=CC=C(C=C1)O (4-(4'-cyanophenyl)phenol). The product is C(#N)C1=CC=C(C=C1)C1=CC=C(O[C@@H](C)C[C@H](C)OC2=CC=C(C=C2)C2=CC=C(C=C2)C#N)C=C1 ((S,S)-2,4-bis[4'-(4"-cyanophenyl)phenoxy]pentane). Reaction SMILES: [C:1]([C:3]1[CH:8]=[CH:7][C:6]([OH:9])=[CH:5][CH:4]=1)#N.[C:10]([C:12]1[CH:17]=[CH:16][C:15]([C:18]2[CH:23]=[CH:22][C:21]([OH:24])=[CH:20][CH:19]=2)=[CH:14][CH:13]=1)#[N:11]>>[C:10]([C:12]1[CH:17]=[CH:16][C:1]([C:3]2[CH:8]=[CH:7][C:6]([O:9][C@H:23]([CH2:18][C@@H:19]([O:24][C:21]3[CH:22]=[CH:23][C:18]([C:15]4[CH:14]=[CH:13][C:12]([C:10]#[N:11])=[CH:17][CH:16]=4)=[CH:19][CH:20]=3)[CH3:20])[CH3:22])=[CH:5][CH:4]=2)=[CH:14][CH:13]=1)#[N:11]. Procedure: The procedure of Example 11 was repeated except that the 4-cyanophenol was replaced with 0.60 g of 4-(4'-cyanophenyl)phenol. The crude product thus obtained was then recrystallized from ethyl alcohol. Thus 0.49 g of optically active (S,S)-2,4-bis[4'-(4"-cyanophenyl)phenoxy]pentane was obtained (m.p.: 139.5° C.). The reactants are O=S(=O)(Cl)c1cc(Cl)cc(Cl)c1, ClCCl, CC(C)(C)OC(=O)N1CCc2cc(N)ccc21, c1ccncc1. Yields the product CC(C)(C)OC(=O)N1CCc2cc(NS(=O)(=O)c3cc(Cl)cc(Cl)c3)ccc21. RXN SMILES: [Cl:18][c:19]1[cH:20][c:21]([S:26](=[O:27])(=[O:28])[Cl:29])[cH:22][c:23]([Cl:25])[cH:24]1.[Cl:36][CH2:37][Cl:38].[NH2:1][c:2]1[cH:3][c:4]2[c:8]([cH:9][cH:10]1)[N:7]([C:11](=[O:12])[O:13][C:14]([CH3:15])([CH3:16])[CH3:17])[CH2:6][CH2:5]2.[cH:30]1[cH:31][cH:32][n:33][cH:34][cH:35]1>>[NH:1]([c:2]1[cH:3][c:4]2[c:8]([cH:9][cH:10]1)[N:7]([C:11](=[O:12])[O:13][C:14]([CH3:15])([CH3:16])[CH3:17])[CH2:6][CH2:5]2)[S:26]([c:21]1[cH:20][c:19]([Cl:18])[cH:24][c:23]([Cl:25])[cH:22]1)(=[O:27])=[O:28]. The reactants are CCN(CC)C(=O)C(Cc1ccc(C#N)cc1)C(=O)NS(=O)(=O)c1ccc2ccccc2c1, O=[N+]([O-])c1ccc(N2CCNCC2)cc1. The product is N#Cc1ccc(CC(C(=O)NS(=O)(=O)c2ccc3ccccc3c2)C(=O)N2CCN(c3ccc([N+](=O)[O-])cc3)CC2)cc1. RXN SMILES: [C:1](#[N:2])[c:3]1[cH:4][cH:5][c:6]([CH2:7][CH:8]([C:9](=[O:10])[N:11]([CH2:12][CH3:13])[CH2:14][CH3:15])[C:16](=[O:17])[NH:18][S:19](=[O:20])(=[O:21])[c:22]2[cH:23][c:24]3[cH:25][cH:26][cH:27][cH:28][c:29]3[cH:30][cH:31]2)[cH:32][cH:33]1.[N+:34](=[O:35])([O-:36])[c:37]1[cH:38][cH:39][c:40]([N:43]2[CH2:44][CH2:45][NH:46][CH2:47][CH2:48]2)[cH:41][cH:42]1>>[C:1](#[N:2])[c:3]1[cH:4][cH:5][c:6]([CH2:7][CH:8]([C:9](=[O:10])[N:11]2[CH2:12][CH2:13][N:43]([c:40]3[cH:39][cH:38][c:37]([N+:34](=[O:35])[O-:36])[cH:42][cH:41]3)[CH2:15][CH2:14]2)[C:16](=[O:17])[NH:18][S:19](=[O:20])(=[O:21])[c:22]2[cH:23][c:24]3[cH:25][cH:26][cH:27][cH:28][c:29]3[cH:30][cH:31]2)[cH:32][cH:33]1.